Dataset: the Open Reaction Database (ORD), a public repository of structured organic reaction records. Task: describe an organic reaction: reactants, conditions, products, and yield The reactants are ClC1=CC=CC=2[C@H]3C4=CC=CC=C4[C@@H](C12)C(C3O)O (cis-1-chloro-9,10-dihydro-9,10-ethanoanthracene-11,12-diol), C(C)(=O)[O-].C(C)(=O)[O-].C(C)(=O)[O-].C(C)(=O)[O-].[Pb+4] (lead tetraacetate). The solvent is C(C)(=O)O (acetic acid). Conditions: time 10 minute. Yields the product ClC1=CC=CC=2C(C3=CC=CC=C3C(C12)C=O)C=O (1-Chloro-9,10-dihydro-9,10-anthracenedicarboxaldehyde). Reaction SMILES: [Cl:1][C:2]1[C:15]2[C@H:14]3[CH:16]([OH:19])[CH:17]([OH:18])[C@H:7]([C:8]4[C:13]3=[CH:12][CH:11]=[CH:10][CH:9]=4)[C:6]=2[CH:5]=[CH:4][CH:3]=1.C([O-])(=O)C.C([O-])(=O)C.C([O-])(=O)C.C([O-])(=O)C.[Pb+4]>C(O)(=O)C>[Cl:1][C:2]1[C:15]2[CH:14]([CH:16]=[O:19])[C:13]3[C:8](=[CH:9][CH:10]=[CH:11][CH:12]=3)[CH:7]([CH:17]=[O:18])[C:6]=2[CH:5]=[CH:4][CH:3]=1 |f:1.2.3.4.5|. Procedure details: To a solution of 0.54 g. of cis-1-chloro-9,10-dihydro-9,10-ethanoanthracene-11,12-diol in 5 ml. of acetic acid at 35° C. is added 1.0 g. of lead tetraacetate, portionwise. The mixture is stirred for 10 minutes, cooled in an ice-water bath and the crystals which form are collected by filtration and washed with cold acetic acid, giving the desired product as colorless crystals, m.p. 144°-146° C. Starting materials: C(C)(C)(C)OC(=O)N1CCN(CC1)CC1=CC(=C(C=C1)OC)C(C)(C)C (N-(tert-butyloxycarbonyl)-N′-(3-tert-butyl-4-methoxy-benzyl)piperazine), Cl (HCl). Run in C(C)O (ethanol). Conditions: temperature 20 celsius, time 5 hour. Product: Cl.Cl.C(C)(C)(C)C=1C=C(CN2CCNCC2)C=CC1OC ((3-tert-butyl-4-methoxybenzyl)piperazine dihydrochloride). RXN SMILES: C(OC([N:8]1[CH2:13][CH2:12][N:11]([CH2:14][C:15]2[CH:20]=[CH:19][C:18]([O:21][CH3:22])=[C:17]([C:23]([CH3:26])([CH3:25])[CH3:24])[CH:16]=2)[CH2:10][CH2:9]1)=O)(C)(C)C.[ClH:27]>C(O)C>[ClH:27].[ClH:27].[C:23]([C:17]1[CH:16]=[C:15]([CH:20]=[CH:19][C:18]=1[O:21][CH3:22])[CH2:14][N:11]1[CH2:10][CH2:9][NH:8][CH2:13][CH2:12]1)([CH3:26])([CH3:24])[CH3:25] |f:3.4.5|. Procedure details: To 3.5 g of N-(tert-butyloxycarbonyl)-N′-(3-tert-butyl-4-methoxy-benzyl)piperazine 30 ml of 10% HCl and 5 ml of ethanol are added, the mixture is stirred for 5 h at 20° C., and evaporated to dryness in vacuum at 50÷80° C. Then 20 ml of dry acetone is added to the residue, the mixture is boiled with stifling for 20 min, then cooled down to 10° C. After 1 h the product is filtered off, washed with 10 ml of acetone and dried at the air. Yield of (3-tert-butyl-4-methoxybenzyl)piperazine dihydrochlor... The reactants are C, CO, CCOC(C)=O, CC(=O)Nc1nc(CCc2ccc(CN=[N+]=[N-])c(F)c2)cs1, [Pd]. The product is CC(=O)Nc1nc(CCc2ccc(CN)c(F)c2)cs1. RXN SMILES: [C:31].[CH3:23][OH:24].[CH3:25][CH2:26][O:27][C:28](=[O:29])[CH3:30].[N:1](=[N+:2]=[N-:3])[CH2:4][c:5]1[c:6]([F:22])[cH:7][c:8]([CH2:11][CH2:12][c:13]2[n:14][c:15]([NH:18][C:19]([CH3:20])=[O:21])[s:16][cH:17]2)[cH:9][cH:10]1.[Pd:32]>>[NH2:1][CH2:4][c:5]1[c:6]([F:22])[cH:7][c:8]([CH2:11][CH2:12][c:13]2[n:14][c:15]([NH:18][C:19]([CH3:20])=[O:21])[s:16][cH:17]2)[cH:9][cH:10]1. Reactants: C1CCOC1, Cn1cnc(S(=O)(=O)Cl)c1, CN(C)c1ccncc1, CCN(C(C)C)C(C)C, COc1ccc(CN2Cc3c(-c4ccccc4Cl)cc(N)cc3N(c3c(Cl)cccc3Cl)C2=O)cc1. The product is COc1ccc(CN2Cc3c(-c4ccccc4Cl)cc(NS(=O)(=O)c4cn(C)cn4)cc3N(c3c(Cl)cccc3Cl)C2=O)cc1. Reaction SMILES: [CH2:56]1[O:57][CH2:58][CH2:59][CH2:60]1.[CH3:37][n:38]1[cH:39][n:40][c:41]([S:43](=[O:44])(=[O:45])[Cl:46])[cH:42]1.[CH3:61][N:62]([CH3:63])[c:64]1[cH:65][cH:66][n:67][cH:68][cH:69]1.[CH:47]([N:48]([CH:49]([CH3:50])[CH3:51])[CH2:52][CH3:53])([CH3:54])[CH3:55].[NH2:1][c:2]1[cH:3][c:4](-[c:30]2[c:31]([Cl:36])[cH:32][cH:33][cH:34][cH:35]2)[c:5]2[c:10]([cH:11]1)[N:9]([c:12]1[c:13]([Cl:19])[cH:14][cH:15][cH:16][c:17]1[Cl:18])[C:8](=[O:20])[N:7]([CH2:21][c:22]1[cH:23][cH:24][c:25]([O:28][CH3:29])[cH:26][cH:27]1)[CH2:6]2>>[NH:1]([c:2]1[cH:3][c:4](-[c:30]2[c:31]([Cl:36])[cH:32][cH:33][cH:34][cH:35]2)[c:5]2[c:10]([cH:11]1)[N:9]([c:12]1[c:13]([Cl:19])[cH:14][cH:15][cH:16][c:17]1[Cl:18])[C:8](=[O:20])[N:7]([CH2:21][c:22]1[cH:23][cH:24][c:25]([O:28][CH3:29])[cH:26][cH:27]1)[CH2:6]2)[S:43]([c:41]1[n:40][cH:39][n:38]([CH3:37])[cH:42]1)(=[O:44])=[O:45]. Starting materials: C1(=C(C=CC=C1)P(C1=C(C=CC=C1)C)C1=C(C=CC=C1)C)C (tri-o-tolylphosphine), COC(=O)C=1C=C(C=NC1)[Sn](CCCC)(CCCC)CCCC (5-Methoxycarbonyl-3-pyridyltri-n-butylstannane), BrC=1C=C2C(=CNC2=CC1)C[C@@H]1N(CCC1)C (5-bromo-3-(1-methylpyrrolidin-2(R)-ylmethyl)-1H-indole). Reagents/catalysts: C(C)(=O)[O-].[Pd+2].C(C)(=O)[O-] (palladium (II) acetate). Solvent: C(C)N(CC)CC (triethylamine). The product is CN1[C@H](CCC1)CC1=CNC2=CC=C(C=C12)C=1C=NC=C(C1)C(=O)OC (3-(1-Methylpyrrolidin-2(R)-ylmethyl)-5-(5-methoxycarbonyl-3-pyridyl)-1H-indole). As a reaction SMILES: [CH3:1][O:2][C:3]([C:5]1[CH:6]=[C:7]([Sn](CCCC)(CCCC)CCCC)[CH:8]=[N:9][CH:10]=1)=[O:4].Br[C:25]1[CH:26]=[C:27]2[C:31](=[CH:32][CH:33]=1)[NH:30][CH:29]=[C:28]2[CH2:34][C@H:35]1[CH2:39][CH2:38][CH2:37][N:36]1[CH3:40].C1(C)C=CC=CC=1P(C1C=CC=CC=1C)C1C=CC=CC=1C>C([O-])(=O)C.[Pd+2].C([O-])(=O)C.C(N(CC)CC)C>[CH3:40][N:36]1[CH2:37][CH2:38][CH2:39][C@@H:35]1[CH2:34][C:28]1[C:27]2[C:31](=[CH:32][CH:33]=[C:25]([C:7]3[CH:8]=[N:9][CH:10]=[C:5]([C:3]([O:2][CH3:1])=[O:4])[CH:6]=3)[CH:26]=2)[NH:30][CH:29]=1 |f:3.4.5|. Procedure: 5-Methoxycarbonyl-3-pyridyltri-n-butylstannane (see Preparation and 5-bromo-3-(1-methylpyrrolidin-2(R)-ylmethyl)-1H-indole (see Preparation 36) were reacted together in the presence of tri-o-tolylphosphine, triethylamine and palladium (II) acetate using a procedure similar to that described in Example 1. This yielded the title compound as an oil. The product, which was impure, was used without characterisation in the preparation of Example 49. Reactants: COC(C1=CN=C(C(=C1)C#C[Si](C)(C)C)NC(C)=O)=O (6-acetylamino-5-trimethylsilanylethynyl-nicotinic acid methyl ester), [F-].C(CCC)[N+](CCCC)(CCCC)CCCC (tetrabutylammonium fluoride). Solvent: O1CCCC1 (tetrahydrofuran). Reaction conditions: temperature 80 celsius. Product: COC(=O)C=1C=C2C(=NC1)NC=C2 (1H-pyrrolo[2,3-b]pyridin-5-carboxylic acid methyl ester). Isolated yield 79.1%. RXN SMILES: [CH3:1][O:2][C:3](=[O:20])[C:4]1[CH:9]=[C:8](C#C[Si](C)(C)C)[C:7]([NH:16][C:17](=O)[CH3:18])=[N:6][CH:5]=1.[F-].C([N+](CCCC)(CCCC)CCCC)CCC>O1CCCC1>[CH3:1][O:2][C:3]([C:4]1[CH:9]=[C:8]2[CH:18]=[CH:17][NH:16][C:7]2=[N:6][CH:5]=1)=[O:20] |f:1.2|. Procedure details: To a stirred solution of 6-acetylamino-5-trimethylsilanylethynyl-nicotinic acid methyl ester (24.4 mmol theoretical from previous step) in tetrahydrofuran (15 mL) was added tetrabutylammonium fluoride (1 M solution in tetrahydrofuran, 100 mL, 100 mmol) at 25° C. The mixture was heated at reflux at 80° C. for 2 h and then cooled to 25° C. The resulting mixture was extracted with ethyl acetate, washed with brine and dried over sodium sulfate. The solvent was evaporated in vacuo to afford 1H-pyrrol... Starting materials: O=C([O-])O, COc1cc(C=CC(=O)O)ccc1-n1cnc(C)c1, CCOC(C)=O, O=C(CBr)c1ccc(F)cc1, [Na+], CN(C)C=O, O. Product: COc1cc(C=CC(=O)OCC(=O)c2ccc(F)cc2)ccc1-n1cnc(C)c1. Reaction SMILES: [C:38](=[O:39])([OH:40])[O-:41].[CH3:1][O:2][c:3]1[cH:4][c:5]([CH:15]=[CH:16][C:17](=[O:18])[OH:19])[cH:6][cH:7][c:8]1-[n:9]1[cH:10][n:11][c:12]([CH3:14])[cH:13]1.[CH3:31][CH2:32][O:33][C:34](=[O:35])[CH3:36].[F:20][c:21]1[cH:22][cH:23][c:24]([C:25]([CH2:26][Br:27])=[O:28])[cH:29][cH:30]1.[Na+:42].[O:43]=[CH:44][N:45]([CH3:46])[CH3:47].[OH2:37]>>[CH3:1][O:2][c:3]1[cH:4][c:5]([CH:15]=[CH:16][C:17](=[O:18])[O:19][CH2:26][C:25]([c:24]2[cH:23][cH:22][c:21]([F:20])[cH:30][cH:29]2)=[O:28])[cH:6][cH:7][c:8]1-[n:9]1[cH:10][n:11][c:12]([CH3:14])[cH:13]1. Reactants: C(=O)(C(F)(F)F)O (TFA), C1=CC(=CC(=C1)Cl)C(=O)OO (m-CPBA), ice, C(C)(C)N1CCC(CC1)SC=1C=CC2=C(C3=NC(=CN3CCO2)C2=NC=CC(=C2)C)C1 (9-(1-Isopropylpiperidin-4-ylsulfanyl)-2-(4-methylpyridin-2-yl)-4,5-dihydro-6-oxa-1,3a-diazabenzo[e]azulene). The solvent is C(Cl)Cl (DCM), C(Cl)Cl (DCM). Run at temperature 0 celsius, time 15 minute. The product is C(C)(C)N1CCC(CC1)S(=O)C=1C=CC2=C(C=3N(CCO2)C=C(N3)C3=NC=CC(=C3)C)C1 (10-(1-isopropylpiperidin-4-ylsulfinyl)-2-(4-methylpyridin-2-yl)-5,6-dihydrobenzo[f]imidazo[1,2-d][1,4]oxazepine). As a reaction SMILES: [CH:1]([N:4]1[CH2:9][CH2:8][CH:7]([S:10][C:11]2[CH:12]=[CH:13][C:14]3[O:23][CH2:22][CH2:21][N:20]4[C:16](=[N:17][C:18]([C:24]5[CH:29]=[C:28]([CH3:30])[CH:27]=[CH:26][N:25]=5)=[CH:19]4)[C:15]=3[CH:31]=2)[CH2:6][CH2:5]1)([CH3:3])[CH3:2].C(O)(C(F)(F)F)=[O:33].C1C=C(Cl)C=C(C(OO)=O)C=1>C(Cl)Cl>[CH:1]([N:4]1[CH2:5][CH2:6][CH:7]([S:10]([C:11]2[CH:12]=[CH:13][C:14]3[O:23][CH2:22][CH2:21][N:20]4[CH:19]=[C:18]([C:24]5[CH:29]=[C:28]([CH3:30])[CH:27]=[CH:26][N:25]=5)[N:17]=[C:16]4[C:15]=3[CH:31]=2)=[O:33])[CH2:8][CH2:9]1)([CH3:3])[CH3:2]. Reported procedure: To an ice-cooled solution of 9-(1-isopropylpiperidin-4-ylsulfanyl)-2-(4-methylpyridin-2-yl)-4,5-dihydro-6-oxa-1,3a-diazabenzo[e]azulene from Example 12 (138 mg, 0.317 mmol) in DCM (20 mL) was added TFA (122 μL, 1.59 mmol) followed by a solution of m-CPBA (60 mg, 0.349 mmol) in DCM (2 mL). The resulting mixture was stirred for 15 min at 0° C. then volatiles were removed under reduced pressure. The crude material was purified by column chromatography (C18, gradient 5-40% MeOH in 0.5% TFA/H2O) and ...